This data is from the Open Reaction Database (ORD), a public repository of structured organic reaction records. The task is: describe an organic reaction: reactants, conditions, products, and yield Starting materials: Cl.NO (Hydroxylamine hydrochloride), C(=O)([O-])[O-].[Na+].[Na+] (Na2CO3), CSC1=CC=C(C#N)C=C1 (4-methylsulfanyl-benzonitrile). The solvent is O (water), CO (methanol). Run at time 48 hour. Yields the product ONC(C1=CC=C(C=C1)SC)=N (N-hydroxy-4-methylsulfanyl-benzamidine). Yield: 74.3%. RXN SMILES: Cl.[NH2:2][OH:3].C([O-])([O-])=O.[Na+].[Na+].[CH3:10][S:11][C:12]1[CH:19]=[CH:18][C:15]([C:16]#[N:17])=[CH:14][CH:13]=1>O.CO>[OH:3][NH:2][C:16](=[NH:17])[C:15]1[CH:18]=[CH:19][C:12]([S:11][CH3:10])=[CH:13][CH:14]=1 |f:0.1,2.3.4|. Procedure details: Hydroxylamine hydrochloride (104 mg, 1.5 mmol) and Na2CO3 (80 mg, 0.75 mmol) were dissolved in 0.5 mL of water. A solution of 4-methylsulfanyl-benzonitrile (223 mg, 1.5 mmol) in 4 mL of methanol was added and the combined solution was stirred at RT for about 48 h. After removal of the solvent, the precipitate was washed with water, filtered and dried to give N-hydroxy-4-methylsulfanyl-benzamidine (203 mg, 75%) which was used without further purification.